describe an organic reaction: reactants, conditions, products, and yield From a dataset of the Open Reaction Database (ORD), a public repository of structured organic reaction records. The reactants are solution, C(C)OC1(CC1)C1=C(C=C(O[Si](C(C)C)(C(C)C)C(C)C)C=C1)C(C)(C)C ([4-(1-ethoxycyclopropyl)-3-tert-butyl-phenoxy]-triisopropyl-silane), C(C)OC1(CC1)C1=C(C=C(O[Si](C(C)C)(C(C)C)C(C)C)C=C1)C(C)(C)C ([4-(1-ethoxycyclopropyl)-3-tert-butyl-phenoxy]-triisopropyl-silane), tetra,butylammonium fluoride. Run in C1CCOC1 (THF), C1CCOC1 (THF). Conditions: temperature 0 celsius, time 30 minute. Yields the product C(C)OC1(CC1)C1=C(C=C(C=C1)O)C(C)(C)C (4-(1-Ethoxycyclopropyl)-3-tert-butyl-phenol). Yield: 110.8%. Reaction SMILES: [CH2:1]([O:3][C:4]1([C:7]2[CH:23]=[CH:22][C:10]([O:11][Si](C(C)C)(C(C)C)C(C)C)=[CH:9][C:8]=2[C:24]([CH3:27])([CH3:26])[CH3:25])[CH2:6][CH2:5]1)[CH3:2]>C1COCC1>[CH2:1]([O:3][C:4]1([C:7]2[CH:23]=[CH:22][C:10]([OH:11])=[CH:9][C:8]=2[C:24]([CH3:25])([CH3:27])[CH3:26])[CH2:6][CH2:5]1)[CH3:2]. Reported procedure: To a solution of [4-(1-ethoxycyclopropyl)-3-tert-butyl-phenoxy]-triisopropyl-silane (Intermediate 108, 600.0 mg, 1.54 mmol) in 3 mL THF at 0° C. was added tetra,butylammonium fluoride (802.8.0 mg, 3.07 mmols; 3.1 mL of a 1 M solution in THF). The solution was stirred at 0° C. for 30 minutes and then quenched by the addition of H2O. The mixture was extracted with EtOAc and the combined organic layers were washed with H2O and saturated aqueous NaCl before being dried (MgSO4) and concentrated under...